This data is from the Open Reaction Database (ORD), a public repository of structured organic reaction records. The task is: describe an organic reaction: reactants, conditions, products, and yield Reactants: C1CCOC1, Cc1cccc(C(=O)Cl)c1, Nc1ccc(Cl)c(C(=O)O)c1. The product is Cc1cccc(C(=O)Nc2ccc(Cl)c(C(=O)O)c2)c1. As a reaction SMILES: [CH2:22]1[O:23][CH2:24][CH2:25][CH2:26]1.[CH3:12][c:13]1[cH:14][c:15]([C:16](=[O:17])[Cl:18])[cH:19][cH:20][cH:21]1.[NH2:1][c:2]1[cH:3][cH:4][c:5]([Cl:11])[c:6]([C:7](=[O:8])[OH:9])[cH:10]1>>[NH:1]([c:2]1[cH:3][cH:4][c:5]([Cl:11])[c:6]([C:7](=[O:8])[OH:9])[cH:10]1)[C:16]([c:15]1[cH:14][c:13]([CH3:12])[cH:21][cH:20][cH:19]1)=[O:17]. Reactants: C(C)(=O)C=1C(=C(C(=C(C(=O)OC)C1)N1C[C@H](O[C@H](C1)C)C)Cl)F (methyl 5-acetyl-3-chloro-2-[(2R,6S)-2,6-dimethylmorpholin-4-yl]-4-fluorobenzoate), C(C)(=O)C=1C(=C(C(=C(C(=O)OC)C1)N1C[C@H](O[C@H](C1)C)C)Cl)F (methyl 5-acetyl-3-chloro-2-[(2R,6S)-2,6-dimethylmorpholin-4-yl]-4-fluorobenzoate), Cl.NO (hydroxylamine hydrochloride). Run in CO.N1=CC=CC=C1 (methanol Pyridine). Run at time 12 hour. The product is ClC=1C(=C(C(=O)OC)C=C(C1F)C(C)=NO)N1C[C@H](O[C@H](C1)C)C (methyl 3-chloro-2-[(2R,6S)-2,6-dimethylmorpholin-4-yl]-4-fluoro-5-[N-hydroxyethanimidoyl]benzoate). As a reaction SMILES: [C:1]([C:4]1[C:5]([F:23])=[C:6]([Cl:22])[C:7]([N:14]2[CH2:19][C@H:18]([CH3:20])[O:17][C@H:16]([CH3:21])[CH2:15]2)=[C:8]([CH:13]=1)[C:9]([O:11][CH3:12])=[O:10])(=O)[CH3:2].Cl.[NH2:25][OH:26]>CO.N1C=CC=CC=1>[Cl:22][C:6]1[C:7]([N:14]2[CH2:19][C@H:18]([CH3:20])[O:17][C@H:16]([CH3:21])[CH2:15]2)=[C:8]([CH:13]=[C:4]([C:1](=[N:25][OH:26])[CH3:2])[C:5]=1[F:23])[C:9]([O:11][CH3:12])=[O:10] |f:1.2,3.4|. Procedure: To a solution of methyl 5-acetyl-3-chloro-2-[(2R,6S)-2,6-dimethylmorpholin-4-yl]-4-fluorobenzoate (Intermediate 107, 800 mg, 2.32 mmol) in methanol:Pyridine (1:1, 6 mL) was added hydroxylamine hydrochloride (223 mg, 3.48 mmol) and the mixture was stirred at room temperature for 12 hours. Solvents were removed under vacuum and the residue was subjected to silica gel column chromatography using a gradient of ethyl acetate in pet. ether to give title compound. Yield: 700 mg (87%). Starting materials: CS(=O)(=O)OCC1OC(OC1)(CN1C=NC=C1)C1=C(C=C(C=C1)Cl)Cl ((2RS,4SR)-2-(2,4-dichlorophenyl)-2-(1H-imidazol-1-ylmethyl)-1,3-dioxolan-4-ylmethyl methanesulfonate), [H-].[Na+] (sodium hydride), OC=1C=C2CCNCC2=CC1 (6-hydroxy-1,2,3,4-tetrahydroisoquinoline), [H][H] (hydrogen). The solvent is CS(=O)C (dimethyl sulfoxide). Run at temperature 80 celsius, time 5 hour. Yields the product ClC1=C(C=CC(=C1)Cl)C1(OCC(O1)COC=1C=C2CCNCC2=CC1)CN1C=NC=C1 (6-[(2RS,4SR)-2-(2,4-Dichlorophenyl)-2-(1H-imidazol-1-ylmethyl)-1,3-dioxolan-4-ylmethyloxy]-1,2,3,4-tetrahydroisoquinoline). Reaction SMILES: [H-].[Na+].[OH:3][C:4]1[CH:5]=[C:6]2[C:11](=[CH:12][CH:13]=1)[CH2:10][NH:9][CH2:8][CH2:7]2.[H][H].CS(O[CH2:21][CH:22]1[CH2:26][O:25][C:24]([C:33]2[CH:38]=[CH:37][C:36]([Cl:39])=[CH:35][C:34]=2[Cl:40])([CH2:27][N:28]2[CH:32]=[CH:31][N:30]=[CH:29]2)[O:23]1)(=O)=O>CS(C)=O>[Cl:40][C:34]1[CH:35]=[C:36]([Cl:39])[CH:37]=[CH:38][C:33]=1[C:24]1([CH2:27][N:28]2[CH:32]=[CH:31][N:30]=[CH:29]2)[O:23][CH:22]([CH2:21][O:3][C:4]2[CH:5]=[C:6]3[C:11](=[CH:12][CH:13]=2)[CH2:10][NH:9][CH2:8][CH2:7]3)[CH2:26][O:25]1 |f:0.1|. Procedure details: 0.55 g of sodium hydride (50% suspension in oil) is added to a solution of 1.50 g of 6-hydroxy-1,2,3,4-tetrahydroisoquinoline in 30 ml of dimethyl sulfoxide, and the mixture is stirred at 50° C. until evolution of hydrogen has finished. 4.07 g of (2RS,4SR)-2-(2,4-dichlorophenyl)-2-(1H-imidazol-1-ylmethyl)-1,3-dioxolan-4-ylmethyl methanesulfonate are added and the mixture is stirred at 80° C. for 5 hours. The solvent is removed under oil pump vacuum, the residue is taken up with a mixture of 50 m...